From a dataset of the Open Reaction Database (ORD), a public repository of structured organic reaction records. describe an organic reaction: reactants, conditions, products, and yield The reactants are COC(=O)c1cc(Br)c(C)cc1OC, CCO, [Na+], [OH-], O. Product: COc1cc(C)c(Br)cc1C(=O)O. Reaction SMILES: [Br:1][c:2]1[c:3]([CH3:14])[cH:4][c:5]([O:12][CH3:13])[c:6]([C:7](=[O:8])[O:9][CH3:10])[cH:11]1.[CH3:17][CH2:18][OH:19].[Na+:16].[OH-:15].[OH2:20]>>[Br:1][c:2]1[c:3]([CH3:14])[cH:4][c:5]([O:12][CH3:13])[c:6]([C:7](=[O:8])[OH:9])[cH:11]1. The reactants are CCOC(=O)c1csc(Br)n1, Cc1ccccc1, NC1CC1. Product: CCOC(=O)c1csc(NC2CC2)n1. As a reaction SMILES: [Br:5][c:6]1[s:7][cH:8][c:9]([C:11](=[O:12])[O:13][CH2:14][CH3:15])[n:10]1.[CH3:16][c:17]1[cH:18][cH:19][cH:20][cH:21][cH:22]1.[CH:1]1([NH2:4])[CH2:2][CH2:3]1>>[CH:1]1([NH:4][c:6]2[s:7][cH:8][c:9]([C:11](=[O:12])[O:13][CH2:14][CH3:15])[n:10]2)[CH2:2][CH2:3]1. Starting materials: [Br-], C=C(Br)CBr, CCCC[N+](CCCC)(CCCC)CCCC, CCCCCCO, CCCCCC, [Na+], [OH-], O. Yields the product C=C(Br)COCCCCCC. RXN SMILES: [Br-:21].[Br:16][C:17](=[CH2:18])[CH2:19][Br:20].[CH2:22]([N+:23]([CH2:24][CH2:25][CH2:26][CH3:27])([CH2:28][CH2:29][CH2:30][CH3:31])[CH2:32][CH2:33][CH2:34][CH3:35])[CH2:36][CH2:37][CH3:38].[CH2:9]([CH2:10][CH2:11][CH2:12][CH2:13][CH3:14])[OH:15].[CH3:1][CH2:2][CH2:3][CH2:4][CH2:5][CH3:6].[Na+:8].[OH-:7].[OH2:39]>>[CH2:9]([CH2:10][CH2:11][CH2:12][CH2:13][CH3:14])[O:15][CH2:19][C:17]([Br:16])=[CH2:18]. Reactants: ClCCl, COC1=CC(=O)C(OC)=C(CCCCCCCC=CCCCCCCCC2=C(OC)C(=O)C(C)=C(OC)C2=O)C1=O, O=C(O)c1cccc(Cl)c1. The product is COC1=CC(=O)C(OC)=C(CCCCCCCC2OC2CCCCCCCC2=C(OC)C(=O)C(C)=C(OC)C2=O)C1=O. RXN SMILES: [CH2:52]([Cl:53])[Cl:54].[CH3:1][O:2][C:3]1=[C:8]([CH2:9][CH2:10][CH2:11][CH2:12][CH2:13][CH2:14][CH2:15][CH:16]=[CH:17][CH2:18][CH2:19][CH2:20][CH2:21][CH2:22][CH2:23][CH2:24][C:25]2=[C:26]([O:36][CH3:37])[C:27](=[O:35])[C:28]([CH3:34])=[C:29]([O:32][CH3:33])[C:30]2=[O:31])[C:7](=[O:38])[C:6]([O:39][CH3:40])=[CH:5][C:4]1=[O:41].[Cl:42][c:43]1[cH:44][c:45]([C:50](=[O:47])[OH:51])[cH:46][cH:48][cH:49]1>>[CH3:1][O:2][C:3]1=[C:8]([CH2:9][CH2:10][CH2:11][CH2:12][CH2:13][CH2:14][CH2:15][CH:16]2[CH:17]([CH2:18][CH2:19][CH2:20][CH2:21][CH2:22][CH2:23][CH2:24][C:25]3=[C:26]([O:36][CH3:37])[C:27](=[O:35])[C:28]([CH3:34])=[C:29]([O:32][CH3:33])[C:30]3=[O:31])[O:47]2)[C:7](=[O:38])[C:6]([O:39][CH3:40])=[CH:5][C:4]1=[O:41]. Starting materials: COC(=O)NS(=O)(=O)c1ccc(CCNC(=O)N2Cc3ccccc3C2=O)cc1, NC1CCCCC1, C1COCCO1. The product is O=C(NC1CCCCC1)NS(=O)(=O)c1ccc(CCNC(=O)N2Cc3ccccc3C2=O)cc1. RXN SMILES: [CH3:1][O:2][C:3]([NH:4][S:5](=[O:6])(=[O:7])[c:8]1[cH:9][cH:10][c:11]([CH2:14][CH2:15][NH:16][C:17](=[O:18])[N:19]2[C:20](=[O:28])[c:21]3[cH:22][cH:23][cH:24][cH:25][c:26]3[CH2:27]2)[cH:12][cH:13]1)=[O:29].[NH2:30][CH:31]1[CH2:32][CH2:33][CH2:34][CH2:35][CH2:36]1.[O:37]1[CH2:38][CH2:39][O:40][CH2:41][CH2:42]1>>[O:2]=[C:3]([NH:4][S:5](=[O:6])(=[O:7])[c:8]1[cH:9][cH:10][c:11]([CH2:14][CH2:15][NH:16][C:17](=[O:18])[N:19]2[C:20](=[O:28])[c:21]3[cH:22][cH:23][cH:24][cH:25][c:26]3[CH2:27]2)[cH:12][cH:13]1)[NH:30][CH:31]1[CH2:32][CH2:33][CH2:34][CH2:35][CH2:36]1. Reactants: CC(=O)OI1(C=2C=CC=CC2C(=O)O1)(OC(=O)C)OC(=O)C (Dess-Martin periodinane), C(C)(=O)NC(C(=O)NCC(CC(CC)(C)C)O)CC1=CC=C(C=C1)Br (2-(acetylamino)-3-(4-bromophenyl)-N-(2-hydroxy-4,4-dimethylhexyl)propanamide). Solvent: C(Cl)Cl (methylene chloride). Reaction conditions: time 2 hour. Yields the product C(C)(=O)NC(C(=O)NCC(CC(CC)(C)C)=O)CC1=CC=C(C=C1)Br (2-(acetylamino)-3-(4-bromophenyl)-N-(4,4-dimethyl-2-oxohexyl)propanamide). RXN SMILES: CC(OI1(OC(C)=O)(OC(C)=O)OC(=O)C2C=CC=CC1=2)=O.[C:23]([NH:26][CH:27]([CH2:40][C:41]1[CH:46]=[CH:45][C:44]([Br:47])=[CH:43][CH:42]=1)[C:28]([NH:30][CH2:31][CH:32]([OH:39])[CH2:33][C:34]([CH3:38])([CH3:37])[CH2:35][CH3:36])=[O:29])(=[O:25])[CH3:24]>C(Cl)Cl>[C:23]([NH:26][CH:27]([CH2:40][C:41]1[CH:46]=[CH:45][C:44]([Br:47])=[CH:43][CH:42]=1)[C:28]([NH:30][CH2:31][C:32](=[O:39])[CH2:33][C:34]([CH3:37])([CH3:38])[CH2:35][CH3:36])=[O:29])(=[O:25])[CH3:24]. Reported procedure: Dess-Martin periodinane (2.94 g, 6.92 mmol) was added to an ambient temperature solution of 2-(acetylamino)-3-(4-bromophenyl)-N-(2-hydroxy-4,4-dimethylhexyl)propanamide (1.43 g, 3.46 mmol) in methylene chloride (100 mL). After stirring at ambient temperature for 2 h, the reaction mixture was quenched with saturated aqueous sodium thiosulfate/saturated aqueous sodium bicarbonate (1:1) and extracted with methylene chloride. The combined organic extracts were dried (magnesium sulfate) and concentra...